This data is from the Open Reaction Database (ORD), a public repository of structured organic reaction records. The task is: describe an organic reaction: reactants, conditions, products, and yield Starting materials: [Al+3], [Al+3], C1CCOC1, COc1ccc(C(=O)c2csc(S(N)(=O)=O)c2)cc1, [Cl-], [Cl-], [Cl-], [H-], [H-], [H-], [H-], [Li+]. Yields the product COc1ccc(Cc2csc(S(N)(=O)=O)c2)cc1. As a reaction SMILES: [Al+3:2].[Al+3:6].[CH2:30]1[O:31][CH2:32][CH2:33][CH2:34]1.[CH3:11][O:12][c:13]1[cH:14][cH:15][c:16]([C:17](=[O:18])[c:19]2[cH:20][c:21]([S:24](=[O:25])(=[O:26])[NH2:27])[s:22][cH:23]2)[cH:28][cH:29]1.[Cl-:1].[Cl-:3].[Cl-:4].[H-:10].[H-:5].[H-:8].[H-:9].[Li+:7]>>[CH3:11][O:12][c:13]1[cH:14][cH:15][c:16]([CH2:17][c:19]2[cH:20][c:21]([S:24](=[O:25])(=[O:26])[NH2:27])[s:22][cH:23]2)[cH:28][cH:29]1. The reactants are CCNC(=S)NS(=O)(=O)N1CCC(CCNC(=O)c2cc(Cl)ccc2OC)CC1, Cl, [Na+], [Na+], [Na+], [OH-], OO, O=S([O-])[O-]. Product: CCNC(=O)NS(=O)(=O)N1CCC(CCNC(=O)c2cc(Cl)ccc2OC)CC1. As a reaction SMILES: [Cl:3][c:4]1[cH:5][cH:6][c:7]([O:30][CH3:31])[c:8]([C:9](=[O:10])[NH:11][CH2:12][CH2:13][CH:14]2[CH2:15][CH2:16][N:17]([S:20](=[O:21])(=[O:22])[NH:23][C:24](=[S:25])[NH:26][CH2:27][CH3:28])[CH2:18][CH2:19]2)[cH:29]1.[ClH:38].[Na+:36].[Na+:37].[Na+:40].[OH-:39].[OH:1][OH:2].[S:32](=[O:33])([O-:34])[O-:35]>>[Cl:3][c:4]1[cH:5][cH:6][c:7]([O:30][CH3:31])[c:8]([C:9](=[O:10])[NH:11][CH2:12][CH2:13][CH:14]2[CH2:15][CH2:16][N:17]([S:20](=[O:21])(=[O:22])[NH:23][C:24]([NH:26][CH2:27][CH3:28])=[O:33])[CH2:18][CH2:19]2)[cH:29]1. The reactants are COCC1CN(c2ccc3cc(OCc4ccccc4)ccc3c2)C(=O)O1, CCO, [K+], [OH-], O. Yields the product COCC(O)CNc1ccc2cc(OCc3ccccc3)ccc2c1. Reaction SMILES: [CH2:1]([c:2]1[cH:3][cH:4][cH:5][cH:6][cH:7]1)[O:8][c:9]1[cH:10][c:11]2[cH:12][cH:13][c:14]([N:19]3[C:20](=[O:27])[O:21][CH:22]([CH2:24][O:25][CH3:26])[CH2:23]3)[cH:15][c:16]2[cH:17][cH:18]1.[CH3:28][CH2:29][OH:30].[K+:32].[OH-:31].[OH2:33]>>[CH2:1]([c:2]1[cH:3][cH:4][cH:5][cH:6][cH:7]1)[O:8][c:9]1[cH:10][c:11]2[cH:12][cH:13][c:14]([NH:19][CH2:23][CH:22]([OH:21])[CH2:24][O:25][CH3:26])[cH:15][c:16]2[cH:17][cH:18]1.